Dataset: the Open Reaction Database (ORD), a public repository of structured organic reaction records. Task: describe an organic reaction: reactants, conditions, products, and yield Starting materials: [N+](=O)([O-])C=C1SCCCN1 (Tetrahydro-2-(nitromethylene)-2H-1,3-thiazine), C(C)(=O)OC(C)=O (acetic anhydride). Product: [N+](=O)([O-])C(C(C)=O)=C1SCCCN1 (1-nitro-1-(tetrahydro-2H-1,3-thiazin-2-ylidene)-2-propanone). RXN SMILES: [N+:1]([CH:4]=[C:5]1[NH:10][CH2:9][CH2:8][CH2:7][S:6]1)([O-:3])=[O:2].[C:11](OC(=O)C)(=[O:13])[CH3:12]>>[N+:1]([C:4](=[C:5]1[NH:10][CH2:9][CH2:8][CH2:7][S:6]1)[C:11](=[O:13])[CH3:12])([O-:3])=[O:2]. Reported procedure: 4.0 g of 2b was added in portions to 50 ml of acetic anhydride at 25°. The solution was heated at 95°-105° for 2 hours. Excess acetic anhydride was removed under reduced pressure to leave 5.0 g of a slightly gummy brown solid which was crystallized from ethyl acetate (after treatment with charcoal) to give 2 as a yellow-brown solid, m.p.: 110°-113°.